This data is from the Open Reaction Database (ORD), a public repository of structured organic reaction records. The task is: describe an organic reaction: reactants, conditions, products, and yield The reactants are COC(=O)c1nn(-c2ccc(OC)c(OC)c2)c(=O)cc1O, CC(=O)O, CO, N. The product is COc1ccc(-n2nc(C(N)=O)c(O)cc2=O)cc1OC. Reaction SMILES: [CH3:1][O:2][C:3](=[O:4])[c:5]1[n:6][n:7](-[c:13]2[cH:14][c:15]([O:21][CH3:22])[c:16]([O:19][CH3:20])[cH:17][cH:18]2)[c:8](=[O:12])[cH:9][c:10]1[OH:11].[CH3:23][C:24](=[O:25])[OH:26].[CH3:28][OH:29].[NH3:27]>>[O:2]=[C:3]([c:5]1[n:6][n:7](-[c:13]2[cH:14][c:15]([O:21][CH3:22])[c:16]([O:19][CH3:20])[cH:17][cH:18]2)[c:8](=[O:12])[cH:9][c:10]1[OH:11])[NH2:27]. Starting materials: CC1=NN(C(=C1C1=CC=CC=C1)C)C1=CC=C(C=C1)CCNC(OC1=CC=CC=C1)=O (Phenyl 2-[4-(3,5-dimethyl-4-phenyl-1H-pyrazol-1-yl)phenyl]ethylcarbamate), COC1=CC=C(C=C1)S(=O)(=O)N (4-(methyloxy)benzenesulfonamide). Yields the product CC1=NN(C(=C1C1=CC=CC=C1)C)C1=CC=C(C=C1)CCNC(=O)NS(=O)(=O)C1=CC=C(C=C1)OC (N-[({2-[4-(3,5-Dimethyl-4-phenyl-1H-pyrazol-1-yl)phenyl]ethyl}amino)carbonyl]-4-(methyloxy)benzenesulfonamide). RXN SMILES: [CH3:1][C:2]1[C:6]([C:7]2[CH:12]=[CH:11][CH:10]=[CH:9][CH:8]=2)=[C:5]([CH3:13])[N:4]([C:14]2[CH:19]=[CH:18][C:17]([CH2:20][CH2:21][NH:22][C:23](=O)[O:24]C3C=CC=CC=3)=[CH:16][CH:15]=2)[N:3]=1.[CH3:32][O:33][C:34]1[CH:39]=[CH:38][C:37]([S:40]([NH2:43])(=[O:42])=[O:41])=[CH:36][CH:35]=1>>[CH3:1][C:2]1[C:6]([C:7]2[CH:8]=[CH:9][CH:10]=[CH:11][CH:12]=2)=[C:5]([CH3:13])[N:4]([C:14]2[CH:15]=[CH:16][C:17]([CH2:20][CH2:21][NH:22][C:23]([NH:43][S:40]([C:37]3[CH:36]=[CH:35][C:34]([O:33][CH3:32])=[CH:39][CH:38]=3)(=[O:42])=[O:41])=[O:24])=[CH:18][CH:19]=2)[N:3]=1. Procedure: The title compound was prepared according to the procedure described in step 2 of Example 22 from phenyl 2-[4-(3,5-dimethyl-4-phenyl-1H-pyrazol-1-yl)phenyl]ethylcarbamate (step 1 of Example 22) and 4-(methyloxy)benzenesulfonamide: 1H-NMR (CDCl3) δ 7.77-7.73 (2H, m), 7.47-7.25 (9H, m), 6.96 (2H, d, J=9.1 Hz), 6.41 (1H, br.s), 3.85 (3H, s), 3.54-3.47 (2H, m), 2.87 (2H, t, J=6.7 Hz), 2.33 (3H, s), 2.27 (3H, s).